Dataset: the Open Reaction Database (ORD), a public repository of structured organic reaction records. Task: describe an organic reaction: reactants, conditions, products, and yield Starting materials: C=C(C)C1CCC(=O)CC1, CC[Zn]CC, CCCCCC, [Cl-], ICI, [NH4+]. Yields the product CC1(C2CCC(=O)CC2)CC1. As a reaction SMILES: [C:1](=[CH2:2])([CH3:3])[CH:4]1[CH2:5][CH2:6][C:7](=[O:10])[CH2:8][CH2:9]1.[CH3:11][CH2:12][Zn:13][CH2:14][CH3:15].[CH3:21][CH2:22][CH2:23][CH2:24][CH2:25][CH3:26].[Cl-:19].[I:16][CH2:17][I:18].[NH4+:20]>>[C:1]1([CH3:2])([CH:4]2[CH2:5][CH2:6][C:7](=[O:10])[CH2:8][CH2:9]2)[CH2:3][CH2:11]1. Starting materials: C(CCC)OC1=CC(=C(C=C1)[N+](=O)[O-])C (4-butoxy-2-methyl-1-nitrobenzene), CC1=C(N)C=CC(=C1)OCCC (2-methyl-4-propoxyaniline). Yields the product C(CCC)OC1=CC(=C(N)C=C1)C (4-butoxy-2-methylaniline). Yield: 89.7%. As a reaction SMILES: [CH2:1]([O:5][C:6]1[CH:11]=[CH:10][C:9]([N+:12]([O-])=O)=[C:8]([CH3:15])[CH:7]=1)[CH2:2][CH2:3][CH3:4].CC1C=C(OCCC)C=CC=1N>>[CH2:1]([O:5][C:6]1[CH:11]=[CH:10][C:9]([NH2:12])=[C:8]([CH3:15])[CH:7]=1)[CH2:2][CH2:3][CH3:4]. Procedure details: This compound was prepared from 404d (1.92 g, 9.2 mmol) in a manner similar to that for 405b yielding an amber oil (1.48 g, 90%): TLC Rf 0.28 (20% EtOAc/hexanes). 1NMR (600 MHz, CDCl3) δ 6.67 (s, 1H), 6.62 (m, 2H), 3.89-3.87 (t, 2H, J=6.54 Hz), 2.16 (s, 3H), 1.73-1.70 (quin, 2H, J=6.6 Hz), 1.49-1.45 (sex, 2H, J=7.5 Hz), 0.97-0.95 (t, 3H, J=7.38 Hz). 13C NMR (150 MHz, CDCl3) δ 152.4, 137.8, 124.2, 117.24, 116.13, 112.9, 68.3, 31.5, 19.3, 17.7, 13.9. Elemental analysis calculated for C11H17NO: C, ... Reactants: [Na] (sodium), C(#N)C=1C(NC(N(C1)C1=C(C=CC=C1C)Cl)=O)=O (5-cyano-1-(2-chloro-6-methylphenyl)uracil), C(#N)C=1C(NC(N(C1)C1=C(C=CC=C1C)OC)=O)=O (5-cyano-1-(2-methoxy-6-methylphenyl)uracil), C(#N)C=1C(NC(N(C1)C1=C(C=CC=C1C)O)=O)=O (5-cyano-1-(2-hydroxy-6-methylphenyl)uracil), ClC(SCl)(Cl)Cl (trichloromethanesulfenyl chloride). Yields the product C(#N)C=1C(N(C(N(C1)C1=C(C=CC=C1C)Cl)=O)SC(Cl)(Cl)Cl)=O (5-cyano-1-(2-chloro-6-methylphenyl)-3-trichloromethanesulfenyluracil), C(#N)C=1C(N(C(N(C1)C1=C(C=CC=C1C)OC)=O)SC(Cl)(Cl)Cl)=O (5-cyano-1-(2-methoxy-6-methylphenyl)-3-trichloromethanesulfenyluracil), C(#N)C=1C(N(C(N(C1)C1=C(C=CC=C1C)O)=O)SC(Cl)(Cl)Cl)=O (5-cyano-1-(2-hydroxy-6-methylphenyl)-3-trichloromethanesulfenyluracil). As a reaction SMILES: [Na].[C:2]([C:4]1[C:5](=[O:19])[NH:6][C:7](=[O:18])[N:8]([C:10]2[C:15]([CH3:16])=[CH:14][CH:13]=[CH:12][C:11]=2[Cl:17])[CH:9]=1)#[N:3].[C:20]([C:22]1[C:23](=[O:38])[NH:24][C:25](=[O:37])[N:26]([C:28]2[C:33]([CH3:34])=[CH:32][CH:31]=[CH:30][C:29]=2[O:35][CH3:36])[CH:27]=1)#[N:21].[C:39]([C:41]1[C:42](=[O:56])[NH:43][C:44](=[O:55])[N:45]([C:47]2[C:52]([CH3:53])=[CH:51][CH:50]=[CH:49][C:48]=2[OH:54])[CH:46]=1)#[N:40].[Cl:57][C:58]([Cl:62])([Cl:61])[S:59]Cl>>[C:2]([C:4]1[C:5](=[O:19])[N:6]([S:59][C:58]([Cl:62])([Cl:61])[Cl:57])[C:7](=[O:18])[N:8]([C:10]2[C:15]([CH3:16])=[CH:14][CH:13]=[CH:12][C:11]=2[Cl:17])[CH:9]=1)#[N:3].[C:20]([C:22]1[C:23](=[O:38])[N:24]([S:59][C:58]([Cl:62])([Cl:61])[Cl:57])[C:25](=[O:37])[N:26]([C:28]2[C:33]([CH3:34])=[CH:32][CH:31]=[CH:30][C:29]=2[O:35][CH3:36])[CH:27]=1)#[N:21].[C:39]([C:41]1[C:42](=[O:56])[N:43]([S:59][C:58]([Cl:62])([Cl:61])[Cl:57])[C:44](=[O:55])[N:45]([C:47]2[C:52]([CH3:53])=[CH:51][CH:50]=[CH:49][C:48]=2[OH:54])[CH:46]=1)#[N:40] |^1:0|. Procedure details: Following the procedure of Example 2, the sodium salt of each of 5-cyano-1-(2-chloro-6-methylphenyl)uracil, 5-cyano-1-(2-methoxy-6-methylphenyl)uracil, and 5-cyano-1-(2-hydroxy-6-methylphenyl)uracil is reacted with trichloromethanesulfenyl chloride to yield 5-cyano-1-(2-chloro-6-methylphenyl)-3-trichloromethanesulfenyluracil, 5-cyano-1-(2-methoxy-6-methylphenyl)-3-trichloromethanesulfenyluracil and 5-cyano-1-(2-hydroxy-6-methylphenyl)-3-trichloromethanesulfenyluracil, respectively. Reaction SMILES: [Br:35][c:36]1[cH:37][c:38]([CH:42]([C:43](=[O:44])[OH:45])[NH:46][C:47](=[O:48])[O:49][C:50]([CH3:51])([CH3:52])[CH3:53])[cH:39][cH:40][cH:41]1.[CH2:64]1[O:65][CH2:66][CH2:67][CH2:68]1.[CH3:1][O:2][c:3]1[c:4](-[c:9]2[n:10][n:11]([CH2:27][O:28][CH2:29][CH2:30][Si:31]([CH3:32])([CH3:33])[CH3:34])[c:12]3[n:13][cH:14][c:15]([B:18]4[O:19][C:20]([CH3:21])([CH3:22])[C:23]([CH3:24])([CH3:25])[O:26]4)[cH:16][c:17]23)[cH:5][cH:6][cH:7][cH:8]1.[CH3:61][C:62]#[N:63].[ClH:60].[Na+:54].[Na+:55].[O-:56][C:57](=[O:58])[O-:59]>>[CH3:1][O:2][c:3]1[c:4](-[c:9]2[n:10][n:11]([CH2:27][O:28][CH2:29][CH2:30][Si:31]([CH3:32])([CH3:33])[CH3:34])[c:12]3[n:13][cH:14][c:15](-[c:36]4[cH:37][c:38]([CH:42]([C:43](=[O:44])[OH:45])[NH:46][C:47](=[O:48])[O:49][C:50]([CH3:51])([CH3:52])[CH3:53])[cH:39][cH:40][cH:41]4)[cH:16][c:17]23)[cH:5][cH:6][cH:7][cH:8]1. Starting materials: CC(C)(C)OC(=O)NC(C(=O)O)c1cccc(Br)c1, C1CCOC1, COc1ccccc1-c1nn(COCC[Si](C)(C)C)c2ncc(B3OC(C)(C)C(C)(C)O3)cc12, CC#N, Cl, [Na+], [Na+], O=C([O-])[O-]. Yields the product COc1ccccc1-c1nn(COCC[Si](C)(C)C)c2ncc(-c3cccc(C(NC(=O)OC(C)(C)C)C(=O)O)c3)cc12. Starting materials: C(C)(=O)N1CCC2=C(CC1)C=CC(=C2)S(=O)(=O)N2CCOCC2 (3-acetyl-7-(morpholin-4-yl)sulfonyl-2,3,4,5-tetrahydro-1H-3-benzazepine), C([O-])([O-])=O.[K+].[K+] (potassium carbonate). Solvent: Cl (hydrochloric acid). The product is N1(CCOCC1)S(=O)(=O)C1=CC2=C(CCNCC2)C=C1 (7-(Morpholin-4-yl)sulfonyl-2,3,4,5-tetrahydro-1H-3-benzazepine). The yield is 56.5%. RXN SMILES: C([N:4]1[CH2:10][CH2:9][C:8]2[CH:11]=[CH:12][C:13]([S:15]([N:18]3[CH2:23][CH2:22][O:21][CH2:20][CH2:19]3)(=[O:17])=[O:16])=[CH:14][C:7]=2[CH2:6][CH2:5]1)(=O)C.C(=O)([O-])[O-].[K+].[K+]>Cl>[N:18]1([S:15]([C:13]2[CH:12]=[CH:11][C:8]3[CH2:9][CH2:10][NH:4][CH2:5][CH2:6][C:7]=3[CH:14]=2)(=[O:17])=[O:16])[CH2:19][CH2:20][O:21][CH2:22][CH2:23]1 |f:1.2.3|. Procedure: A solution of 3-acetyl-7-(morpholin-4-yl)sulfonyl-2,3,4,5-tetrahydro-1H-3-benzazepine (3.0 g, 8.9 mmol) in 5 M hydrochloric acid was heated at reflux for 18 h. The reaction mixture was then cooled to room temperature, basified to pH=12 with potassium carbonate and the solvent evaporated in vacuo. The solid residue was then extracted with ethyl acetate (5×100 ml) and the combined organics dried (Na2SO4). The solvent was then evaporated in vacuo to give the title compound (1.49 g, 57%) as a pale y... Starting materials: solution A, resultant mixture, solution A, P(=O)(Cl)(Cl)Cl (phosphoryl chloride), C[Si](C)(C)CC(=O)N (Trimethylsilylacetamide), NC1[C@@H]2N(C(=CCS2)C(=O)O)C1=O (7-amino-3-cephem-4-carboxylic acid), C(=O)NC=1SC=C(N1)C(C(=O)O)=NOCC1=CC(=C(C=C1)Br)O (2-(2-Formamidothiazol4-yl)-2-(4-bromo-3-hydroxybenzyloxyimino)acetic acid), C[N+](=CCl)C.[Cl-] (Vilsmeier reagent). Run in C(C)(=O)OCC (ethyl acetate), O (Water), CN(C=O)C (N,N-dimethylformamide), C(C)(=O)OCC (ethyl acetate), C(C)(=O)OCC (ethyl acetate). Reaction conditions: time 30 minute. The product is C[N+](=CCl)C.[Cl-] (Vilsmeier reagent), C(=O)NC=1SC=C(N1)C(C(=O)NC1[C@@H]2N(C(=CCS2)C(=O)O)C1=O)=NOCC1=CC(=C(C=C1)Br)O (7-[2-(2-formamidothiazol-4-yl)-2-(4-bromo-3-hydroxybenzyloxyimino)acetamido]-3-cephem-4-carboxylic acid). RXN SMILES: P(Cl)(Cl)([Cl:3])=O.[CH:6]([NH:8][C:9]1[S:10][CH:11]=[C:12]([C:14](=[N:18][O:19][CH2:20][C:21]2[CH:26]=[CH:25][C:24]([Br:27])=[C:23]([OH:28])[CH:22]=2)[C:15]([OH:17])=O)[N:13]=1)=[O:7].[CH3:29][N+:30]([CH3:33])=[CH:31][Cl:32].[Cl-].C[Si](CC(N)=O)(C)C.[NH2:43][CH:44]1[C:54](=[O:55])[N:46]2[C:47]([C:51]([OH:53])=[O:52])=[CH:48][CH2:49][S:50][C@H:45]12>C(OCC)(=O)C.O.CN(C)C=O>[CH3:29][N+:30]([CH3:33])=[CH:31][Cl:32].[Cl-:3].[CH:6]([NH:8][C:9]1[S:10][CH:11]=[C:12]([C:14](=[N:18][O:19][CH2:20][C:21]2[CH:26]=[CH:25][C:24]([Br:27])=[C:23]([OH:28])[CH:22]=2)[C:15]([NH:43][CH:44]2[C:54](=[O:55])[N:46]3[C:47]([C:51]([OH:53])=[O:52])=[CH:48][CH2:49][S:50][C@H:45]23)=[O:17])[N:13]=1)=[O:7] |f:2.3,9.10|. Reported procedure: Vilsmeier reagent was prepared from N,N-dimethylformamide (0.44 g.) and phosphoryl chloride (0.92 g.) in an usual manner. 2-(2-Formamidothiazol4-yl)-2-(4-bromo-3-hydroxybenzyloxyimino)acetic acid (syn isomer, 2.0 g.) was added to the stirred suspension of Vilsmeier reagent in ethyl acetate (18 ml.) under ice-cooling, and stirred at the same temperature for 30 minutes to give a solution [hereinafter referred to solution A]. Trimethylsilylacetamide (3.9 g.) was added to a stirred suspension of 7-a... The reactants are O=C([O-])O, C1CCOC1, [Li]C(C)CC, O=C(O)CCl, Fc1ccc(F)cc1, [Na+], O, S=C=S, O=S(=O)(O)O. Yields the product O=C(O)CSC(=S)c1cc(F)ccc1F. RXN SMILES: [C:22](=[O:23])([OH:24])[O-:25].[CH2:32]1[O:33][CH2:34][CH2:35][CH2:36]1.[CH:9]([Li:10])([CH2:11][CH3:12])[CH3:13].[Cl:17][CH2:18][C:19](=[O:20])[OH:21].[F:1][c:2]1[cH:3][cH:4][c:5]([F:6])[cH:7][cH:8]1.[Na+:26].[OH2:37].[S:14]=[C:15]=[S:16].[S:27](=[O:28])(=[O:29])([OH:30])[OH:31]>>[F:1][c:2]1[c:3]([C:15](=[S:14])[S:16][CH2:18][C:19](=[O:20])[OH:21])[cH:4][c:5]([F:6])[cH:7][cH:8]1. The reactants are ClCC1=NC2=CC=CC=C2C=C1 (2-(chloromethyl)quinoline), OC1=CC=C(CO)C=C1 (4-hydroxybenzyl alcohol), 7chloro-(2-chloromethyl)quinoline, OC=1C=C(CO)C=CC1 (3-hydroxybenzyl alcohol). Product: N1=C(C=CC2=CC=CC=C12)COC=1C=C(CO)C=CC1 (3-(Quinolin-2-ylmethoxy)benzyl alcohol). The yield is 85.0%. RXN SMILES: Cl[CH2:2][C:3]1[CH:12]=[CH:11][C:10]2[C:5](=[CH:6][CH:7]=[CH:8][CH:9]=2)[N:4]=1.[OH:13][C:14]1[CH:15]=[C:16]([CH:19]=[CH:20][CH:21]=1)[CH2:17][OH:18].OC1C=CC(CO)=CC=1>>[N:4]1[C:5]2[C:10](=[CH:9][CH:8]=[CH:7][CH:6]=2)[CH:11]=[CH:12][C:3]=1[CH2:2][O:13][C:14]1[CH:15]=[C:16]([CH:19]=[CH:20][CH:21]=1)[CH2:17][OH:18]. Procedure: The procedure from Example 6, part A was used except 2-(chloromethyl)quinoline was substituted for 7chloro-(2-chloromethyl)quinoline and 3-hydroxybenzyl alcohol was substituted for 4-hydroxybenzyl alcohol. The intermediate was obtained in 85% yield: mp 82°-86° C. The reactants are OC(C(=O)OCC)(C=C(C)C)C(F)(F)F (Ethyl 2-hydroxy-4-methyl-2-(trifluoromethyl)pentenoate), OC(C(=O)OCC)(C=C(C)C)C(F)(F)F (ethyl 2-hydroxy-4-methyl-2-(trifluoromethyl)pentenoate), [OH-].[Na+] (sodium hydroxide). The solvent is O (water). Yields the product OC(C(=O)O)(C=C(C)C)C(F)(F)F (2-hydroxy-4-methyl-2-(trifluoromethyl)pentenoic Acid). Reaction SMILES: [OH:1][C:2]([C:12]([F:15])([F:14])[F:13])([CH:8]=[C:9]([CH3:11])[CH3:10])[C:3]([O:5]CC)=[O:4].[OH-].[Na+]>O>[OH:1][C:2]([C:12]([F:13])([F:14])[F:15])([CH:8]=[C:9]([CH3:11])[CH3:10])[C:3]([OH:5])=[O:4] |f:1.2|. Procedure: Ethyl 2-hydroxy-4-methyl-2-(trifluoromethyl)pentenoate is used as starting material. 27.1 g (120 mmole) ethyl 2-hydroxy-4-methyl-2-(trifluoromethyl)pentenoate is emulsified in 60 mL water, the pH is adjusted to 8.0 with sodium hydroxide solution, the solution is stirred at room temperature. 6 g of the enzyme (Novozyme 388) is added at room temperature. The mixture is stirred for 10 hours under GC control.